Dataset: the Open Reaction Database (ORD), a public repository of structured organic reaction records. Task: describe an organic reaction: reactants, conditions, products, and yield The product is C(C)(=O)OCC=1C(=NC=CC1C1=NNC(C(=C1)NC1=NC=C(C=C1)N1[C@H](CN(CC1)C1COC1)C)=O)N1C(C2=CC=3CC(CC3N2CC1)(C)C)=O ((2-{4,4-Dimethyl-9-oxo-1,10-diazatricyclo[6.4.0.02,6]dodeca-2(6),7-dien-10-yl}-4-[5-({5-[(2S)-2-methyl-4-(oxetan-3-yl)piperazin-1-yl]pyridin-2-yl}amino)-6-oxo-1,6-dihydropyridazin-3-yl]pyridin-3-yl)methyl Acetate). Procedure details: A 25-mL single-neck round-bottomed flask equipped with a magnetic stirrer and a reflux condenser was charged with 253d (172 mg, 0.46 mmol), (3-(acetoxymethyl)-2-(7,7-dimethyl-1-oxo-3,4,7,8-tetrahydro-1H-cyclopenta[4,5]pyrrolo[1,2-a]pyrazin-2(6H)-yl)pyridin-4-yl)boronic acid 199e (0.91 g, 2.29 mmol), Pd(dppf)Cl2 (36 mg, 0.050 mmol), K3PO4 (195 mg, 0.92 mmol), sodium acetate (75 mg, 0.050 mmol), water (0.5 mL), and acetonitrile (10 mL). After three cycles of vacuum/argon flush, the mixture was hea... Reagents/catalysts: C1=CC=C(C=C1)P([C-]2C=CC=C2)C3=CC=CC=C3.C1=CC=C(C=C1)P([C-]2C=CC=C2)C3=CC=CC=C3.Cl[Pd]Cl.[Fe+2] (Pd(dppf)Cl2). Reaction SMILES: Cl[C:2]1[CH:3]=[C:4]([NH:9][C:10]2[CH:15]=[CH:14][C:13]([N:16]3[CH2:21][CH2:20][N:19]([CH:22]4[CH2:25][O:24][CH2:23]4)[CH2:18][C@@H:17]3[CH3:26])=[CH:12][N:11]=2)[C:5](=[O:8])[NH:6][N:7]=1.[C:27]([O:30][CH2:31][C:32]1[C:33]([N:47]2[CH2:58][CH2:57][N:56]3[C:49](=[CH:50][C:51]4[CH2:52][C:53]([CH3:60])([CH3:59])[CH2:54][C:55]=43)[C:48]2=[O:61])=[N:34][CH:35]=[CH:36][C:37]=1B1OC(C)(C)C(C)(C)O1)(=[O:29])[CH3:28].[O-]P([O-])([O-])=O.[K+].[K+].[K+].C([O-])(=O)C.[Na+]>C1C=CC(P(C2C=CC=CC=2)[C-]2C=CC=C2)=CC=1.C1C=CC(P(C2C=CC=CC=2)[C-]2C=CC=C2)=CC=1.Cl[Pd]Cl.[Fe+2].C(#N)C.O>[C:27]([O:30][CH2:31][C:32]1[C:33]([N:47]2[CH2:58][CH2:57][N:56]3[C:49](=[CH:50][C:51]4[CH2:52][C:53]([CH3:60])([CH3:59])[CH2:54][C:55]=43)[C:48]2=[O:61])=[N:34][CH:35]=[CH:36][C:37]=1[C:2]1[CH:3]=[C:4]([NH:9][C:10]2[CH:15]=[CH:14][C:13]([N:16]3[CH2:21][CH2:20][N:19]([CH:22]4[CH2:25][O:24][CH2:23]4)[CH2:18][C@@H:17]3[CH3:26])=[CH:12][N:11]=2)[C:5](=[O:8])[NH:6][N:7]=1)(=[O:29])[CH3:28] |f:2.3.4.5,6.7,8.9.10.11|. The solvent is C(C)#N (acetonitrile), O (water). Conditions: temperature 90 celsius. Isolated yield 31.3%. Starting materials: ClC=1C=C(C(NN1)=O)NC1=NC=C(C=C1)N1[C@H](CN(CC1)C1COC1)C ((S)-6-Chloro-4-(5-(2-methyl-4-(oxetan-3-yl)piperazin-1-yl)pyridin-2-ylamino)pyridazin-3(2H)-one), C(C)(=O)OCC=1C(=NC=CC1B1OC(C(O1)(C)C)(C)C)N1C(C2=CC=3CC(CC3N2CC1)(C)C)=O ((2-{4,4-dimethyl-9-oxo-1,10-diazatricyclo[6.4.0.02,6]dodeca-2(6),7-dien-10-yl}-4-(tetramethyl-1,3,2-dioxaborolan-2-yl)pyridin-3-yl)methyl acetate), [O-]P(=O)([O-])[O-].[K+].[K+].[K+] (K3PO4), C(C)(=O)[O-].[Na+] (sodium acetate). The reactants are C(C1=CC=C(C(=O)OC)C=C1)(=O)OC (dimethyl terephthalate), C([O-])([O-])=O.[Na+].[Na+] (sodium carbonate), CO (methanol), C([O-])([O-])=O.[Na+].[Na+] (sodium carbonate). Run in C(CO)O (ethylene glycol), C(CO)O (ethylene glycol), C(CO)O (ethylene glycol). The product is 208, OCCOC(C1=CC=C(C(=O)OCCO)C=C1)=O (bis-(2-hydroxyethyl)-terephthalate). The yield is 81.9%. As a reaction SMILES: [C:1]([O:13][CH3:14])(=[O:12])[C:2]1[CH:11]=[CH:10][C:5]([C:6]([O:8][CH3:9])=[O:7])=[CH:4][CH:3]=1.[C:15](=[O:18])([O-])[O-].[Na+].[Na+].[CH3:21][OH:22]>C(O)CO>[OH:22][CH2:21][CH2:14][O:13][C:1](=[O:12])[C:2]1[CH:11]=[CH:10][C:5]([C:6]([O:8][CH2:9][CH2:15][OH:18])=[O:7])=[CH:4][CH:3]=1 |f:1.2.3|. Procedure: This example was carried out as described in Example 1, the reaction vessel being charged with the above analysed ethylene glycol (496 parts) and dimethyl terephthalate. Instead of adding solid sodium carbonate directly, a solution was made containing 0.1 part in ethylene glycol (25 parts by volume). This solution was placed in a burette which was fitted into a suitable vacuum-tight inlet in the reaction vessel. The mixture in the reaction vessel was heated to approximately 70°-75° C and the sol... The reactants are BrC1=C(C=C(C=C1)S(=O)(=O)C1=C(C=CC=C1)[C@H](C)O)C ((1S)-1-[2-({4-bromo-3-methylphenyl}sulfonyl)phenyl]ethanol), FC1=CC=C(C=C1)/C=C/B(O)O ([(E)-2-(4-fluorophenyl)vinyl]boronic acid), C([O-])([O-])=O.[Na+].[Na+] (sodium carbonate). The reagents and catalysts are [Pd].C1(=CC=CC=C1)P(C1=CC=CC=C1)C1=CC=CC=C1.C1(=CC=CC=C1)P(C1=CC=CC=C1)C1=CC=CC=C1.C1(=CC=CC=C1)P(C1=CC=CC=C1)C1=CC=CC=C1.C1(=CC=CC=C1)P(C1=CC=CC=C1)C1=CC=CC=C1 (tetrakis(triphenylphosphine) palladium(0)). Run in C1CCOC1 (THF). Conditions: temperature 150 celsius. Yields the product FC1=CC=C(C=C1)/C=C/C1=C(C=C(C=C1)S(=O)(=O)C1=C(C=CC=C1)[C@H](C)O)C ((1S)-1-[2-({4-[(E)-2-(4-fluorophenyl)vinyl]-3-methylphenyl}sulfonyl)phenyl]ethanol). Yield: 56.8%. Reaction SMILES: Br[C:2]1[CH:7]=[CH:6][C:5]([S:8]([C:11]2[CH:16]=[CH:15][CH:14]=[CH:13][C:12]=2[C@@H:17]([OH:19])[CH3:18])(=[O:10])=[O:9])=[CH:4][C:3]=1[CH3:20].[F:21][C:22]1[CH:27]=[CH:26][C:25](/[CH:28]=[CH:29]/B(O)O)=[CH:24][CH:23]=1.C(=O)([O-])[O-].[Na+].[Na+]>[Pd].C1(P(C2C=CC=CC=2)C2C=CC=CC=2)C=CC=CC=1.C1(P(C2C=CC=CC=2)C2C=CC=CC=2)C=CC=CC=1.C1(P(C2C=CC=CC=2)C2C=CC=CC=2)C=CC=CC=1.C1(P(C2C=CC=CC=2)C2C=CC=CC=2)C=CC=CC=1.C1COCC1>[F:21][C:22]1[CH:27]=[CH:26][C:25](/[CH:28]=[CH:29]/[C:2]2[CH:7]=[CH:6][C:5]([S:8]([C:11]3[CH:16]=[CH:15][CH:14]=[CH:13][C:12]=3[C@@H:17]([OH:19])[CH3:18])(=[O:10])=[O:9])=[CH:4][C:3]=2[CH3:20])=[CH:24][CH:23]=1 |f:2.3.4,5.6.7.8.9|. Procedure details: An Emrys microwave vial containing (1S)-1-[2-({4-bromo-3-methylphenyl}sulfonyl)phenyl]ethanol (71 mg, 0.2 mmol), [(E)-2-(4-fluorophenyl)vinyl]boronic acid (43 mg, 0.26 mmol), tetrakis(triphenylphosphine) palladium(0) (23 mg, 0.020 mmol), THF (2 mL) and 2M aqueous sodium carbonate (1 mL) was heated in an Emrys microwave reactor at 150° C. for 10 minutes. On cooling, the mixture was partitioned between EtOAc (15 mL) and water (15 mL) and the organic phase was washed with brine, dried (MgSO4), filt... Reactants: BrC=1C=C(C=O)C=CC1 (3-bromobenzaldehyde), [BH4-].[Na+] (NaBH4). Solvent: CCO (EtOH). Run at time 1 hour. Product: BrC=1C=C(C=CC1)CO ((3-Bromophenyl)methanol). Isolated yield 99.8%. As a reaction SMILES: [Br:1][C:2]1[CH:3]=[C:4]([CH:7]=[CH:8][CH:9]=1)[CH:5]=[O:6].[BH4-].[Na+]>CCO>[Br:1][C:2]1[CH:3]=[C:4]([CH2:5][OH:6])[CH:7]=[CH:8][CH:9]=1 |f:1.2|. Procedure details: To a solution of 3-bromobenzaldehyde (114.8 g, 620.4 mmol) in EtOH (650 mL), NaBH4 (7.1 g, 186.1 mmol) was added in several portions at 25° C. Then the mixture was stirred for 1 h at room temperature. The reaction was quenched with water (200 mL). After removing EtOH, the residue was dissolved in AcOEt (500 mL), and filtered. The filter was washed with water (150 mL), brine (150 mL), and dried over Na2SO4. After removing the solvent, 115.8 g of the title compound was obtained (Yield: 99.8%). Starting materials: C(C1=CC=CC=C1)OC[C@@H](CBr)C ((S)-(+)-3-benzyloxy-2-methyl-propyl bromide), Cl (HCl), [Mg] (magnesium), C(C)(C)(C)OC(=O)N[C@H](C=O)CC1CCCCC1 (2(S)-tert.-butoxycarbonylamino-3-cyclohexyl-propionaldehyde), ( L ). Run in C(C)OCC (diethyl ether), C(C)OCC (diethyl ether). The product is C(C)(C)(C)OC(=O)N[C@H]([C@H](C[C@H](COCC1=CC=CC=C1)C)O)CC1CCCCC1 (benzyl 5(S)-tert.-butoxycarbonylamino-6-cyclohexyl-4(S)-hydroxy-2(R)-methyl-1-hexyl ether). Reaction SMILES: [CH2:1]([O:8][CH2:9][C@H:10]([CH3:13])[CH2:11]Br)[C:2]1[CH:7]=[CH:6][CH:5]=[CH:4][CH:3]=1.[Mg].[C:15]([O:19][C:20]([NH:22][C@@H:23]([CH2:26][CH:27]1[CH2:32][CH2:31][CH2:30][CH2:29][CH2:28]1)[CH:24]=[O:25])=[O:21])([CH3:18])([CH3:17])[CH3:16].Cl>C(OCC)C>[C:15]([O:19][C:20]([NH:22][C@@H:23]([CH2:26][CH:27]1[CH2:28][CH2:29][CH2:30][CH2:31][CH2:32]1)[C@@H:24]([OH:25])[CH2:11][C@@H:10]([CH3:13])[CH2:9][O:8][CH2:1][C:2]1[CH:7]=[CH:6][CH:5]=[CH:4][CH:3]=1)=[O:21])([CH3:18])([CH3:16])[CH3:17]. Reported procedure: A Grignard solution prepared from 3.6 g of (S)-(+)-3-benzyloxy-2-methyl-propyl bromide (A. Fischli et al., Helv. Chim. Acta 60, 925 (1977)) and 360 mg of magnesium in diethyl ether is added dropwise within 15 minutes at 0° to 1.50 g of 2(S)-tert.-butoxycarbonylamino-3-cyclohexyl-propionaldehyde (J. Boger et al., J. Med. Chem. 28, 1779 (1985)) in 15 ml of diethyl ether After 30 minutes at 0°, the reaction solution is poured onto 50 ml of 1N HCl and the crude product (diastereoisomer ratio (4S):(4... The reactants are ClC(Cl)Cl, O=S(=O)(Cl)c1ccc(Cl)cc1, NCCCCCCCC(=O)O, [Na+], [OH-]. Yields the product O=C(O)CCCCCCCNS(=O)(=O)c1ccc(Cl)cc1. Reaction SMILES: [CH:23]([Cl:24])([Cl:25])[Cl:26].[Cl:1][c:2]1[cH:3][cH:4][c:5]([S:8](=[O:9])(=[O:10])[Cl:11])[cH:6][cH:7]1.[NH2:12][CH2:13][CH2:14][CH2:15][CH2:16][CH2:17][CH2:18][CH2:19][C:20](=[O:21])[OH:22].[Na+:28].[OH-:27]>>[Cl:1][c:2]1[cH:3][cH:4][c:5]([S:8](=[O:9])(=[O:10])[NH:12][CH2:13][CH2:14][CH2:15][CH2:16][CH2:17][CH2:18][CH2:19][C:20](=[O:21])[OH:22])[cH:6][cH:7]1.